Dataset: the Open Reaction Database (ORD), a public repository of structured organic reaction records. Task: describe an organic reaction: reactants, conditions, products, and yield Starting materials: Cl.ClC1CCCC=2C=CC=NC12 (8-chloro-5,6,7,8-tetrahydroquinoline hydrochloride), [H-].[Na+] (sodium hydride), ClC1=CC=C(C=C1)S (4-chloro-benzenethiol), [H][H] (hydrogen). Solvent: CN(C=O)C (dimethylformamide). Conditions: time 8 hour. The product is Cl.ClC1=CC=C(C=C1)SC1CCCC=2C=CC=NC12 (8-(4-chlorophenylthio)-5,6,7,8-tetrahydroquinoline hydrochloride). RXN SMILES: [H-].[Na+].[Cl:3][C:4]1[CH:9]=[CH:8][C:7]([SH:10])=[CH:6][CH:5]=1.[H][H].Cl.Cl[CH:15]1[C:24]2[N:23]=[CH:22][CH:21]=[CH:20][C:19]=2[CH2:18][CH2:17][CH2:16]1>CN(C)C=O>[ClH:3].[Cl:3][C:4]1[CH:9]=[CH:8][C:7]([S:10][CH:15]2[C:24]3[N:23]=[CH:22][CH:21]=[CH:20][C:19]=3[CH2:18][CH2:17][CH2:16]2)=[CH:6][CH:5]=1 |f:0.1,4.5,7.8|. Procedure details: 1.65 g (55 mmol) of sodium hydride (80%) were added in portions to a stirred solution of 3.62 g (25 mmol) of 4-chloro-benzenethiol in 36 ml of dry dimethylformamide under nitrogen and cooled in ice. After evolution of hydrogen had ceased, 4.80 g (20 mmol) of 8-chloro-5,6,7,8-tetrahydroquinoline hydrochloride were added and the mixture was stirred at room temperature overnight. The solvent was removed under reduced pressure in a stream of nitrogen below 50° C. and 4N aqueous sodium hydroxide was ... Starting materials: C(C1=CC=CC=C1)N(C(=O)C1(CCN(CC1)CCN)C1=CC=CC=C1)C (1-(2-amino-ethyl)-4-phenyl-piperidine-4-carboxylic acid benzyl-methyl-amide), N(=C=O)C1=CC(=NC(=C1)\C=C\C1=CC=CC=C1)C (4-isocyanato-2-methyl-6-(E)-styryl-pyridine). Yields the product C(C1=CC=CC=C1)N(C(=O)C1(CCN(CC1)CCNC(=O)NC1=CC(=NC(=C1)\C=C\C1=CC=CC=C1)C)C1=CC=CC=C1)C (1-(2-{3-[2-Methyl-6-((E)-styryl)-pyridin-4-yl]-ureido}-ethyl)-4-phenyl-piperidine-4-carboxylic acid benzyl-methyl-amide). RXN SMILES: [CH2:1]([N:8]([CH3:26])[C:9]([C:11]1([C:20]2[CH:25]=[CH:24][CH:23]=[CH:22][CH:21]=2)[CH2:16][CH2:15][N:14]([CH2:17][CH2:18][NH2:19])[CH2:13][CH2:12]1)=[O:10])[C:2]1[CH:7]=[CH:6][CH:5]=[CH:4][CH:3]=1.[N:27]([C:30]1[CH:35]=[C:34](/[CH:36]=[CH:37]/[C:38]2[CH:43]=[CH:42][CH:41]=[CH:40][CH:39]=2)[N:33]=[C:32]([CH3:44])[CH:31]=1)=[C:28]=[O:29]>C(Cl)Cl.C1(C)C=CC=CC=1>[CH2:1]([N:8]([CH3:26])[C:9]([C:11]1([C:20]2[CH:25]=[CH:24][CH:23]=[CH:22][CH:21]=2)[CH2:12][CH2:13][N:14]([CH2:17][CH2:18][NH:19][C:28]([NH:27][C:30]2[CH:35]=[C:34](/[CH:36]=[CH:37]/[C:38]3[CH:43]=[CH:42][CH:41]=[CH:40][CH:39]=3)[N:33]=[C:32]([CH3:44])[CH:31]=2)=[O:29])[CH2:15][CH2:16]1)=[O:10])[C:2]1[CH:3]=[CH:4][CH:5]=[CH:6][CH:7]=1. Reaction conditions: temperature 20 celsius, time 15 hour. Reported procedure: To a solution of 1-(2-amino-ethyl)-4-phenyl-piperidine-4-carboxylic acid benzyl-methyl-amide (Example B8., 0.25 mmol) in CH2Cl2 is added a freshly prepared solution of 4-isocyanato-2-methyl-6-(E)-styryl-pyridine (Example C2., 0.3 mmol) in toluene (2 mL). The mixture is stirred for 15 h at 20° C. Evaporation of the solvent and purification by HPLC provides the title compound. The solvent is C(Cl)Cl (CH2Cl2), C1(=CC=CC=C1)C (toluene). Starting materials: C(C)(C)(C)OC(=O)N[C@H](C=1C=C(OCC2=CC=C(C(=O)OC)C=C2)C=CC1)C1=CC=CC=C1 ((S)-methyl 4-((3-(((tert-butoxycarbonyl)amino)(phenyl)methyl)-phenoxy)methyl)benzoate), Cl (hydrogen chloride), O1CCOCC1 (dioxane). The solvent is CO (methanol). Run at time 16 hour. Yields the product Cl.N[C@H](C=1C=C(OCC2=CC=C(C(=O)OC)C=C2)C=CC1)C1=CC=CC=C1 ((S)-Methyl 4-((3-(amino(phenyl)methyl)phenoxy)methyl)benzoate hydrochloride). Yield: 95.0%. As a reaction SMILES: C(OC([NH:8][C@@H:9]([C:28]1[CH:33]=[CH:32][CH:31]=[CH:30][CH:29]=1)[C:10]1[CH:11]=[C:12]([CH:25]=[CH:26][CH:27]=1)[O:13][CH2:14][C:15]1[CH:24]=[CH:23][C:18]([C:19]([O:21][CH3:22])=[O:20])=[CH:17][CH:16]=1)=O)(C)(C)C.[ClH:34].O1CCOCC1>CO>[ClH:34].[NH2:8][C@@H:9]([C:28]1[CH:29]=[CH:30][CH:31]=[CH:32][CH:33]=1)[C:10]1[CH:11]=[C:12]([CH:25]=[CH:26][CH:27]=1)[O:13][CH2:14][C:15]1[CH:24]=[CH:23][C:18]([C:19]([O:21][CH3:22])=[O:20])=[CH:17][CH:16]=1 |f:4.5|. Procedure: To a solution of (S)-methyl 4-((3-(((tert-butoxycarbonyl)amino)(phenyl)methyl)-phenoxy)methyl)benzoate (3.21 g, 7.20 mmol) in methanol (36 mL) was added hydrogen chloride in dioxane (4 M, 9.0 mL, 36 mmol). The reaction mixture was stirred at RT for 16 hours. The solvent was removed at reduced pressure to afford the title compound (2.65 g, >95%). Starting materials: FC1=CC=C(C=C1)N1N=CC=2C1=NC=CC2B(O)O (1-(4-fluorophenyl)-1H-pyrazolo[3,4-b]pyridin-4-ylboronic acid), BrC=1C(=NC=NC1)N (5-bromopyrimidin-4-amine), C([O-])([O-])=O.[Na+].[Na+] (sodium carbonate). Reagents/catalysts: C=1C=CC(=CC1)[P](C=2C=CC=CC2)(C=3C=CC=CC3)[Pd]([P](C=4C=CC=CC4)(C=5C=CC=CC5)C=6C=CC=CC6)([P](C=7C=CC=CC7)(C=8C=CC=CC8)C=9C=CC=CC9)[P](C=1C=CC=CC1)(C=1C=CC=CC1)C=1C=CC=CC1 (tetrakis(triphenylphosphine)palladium(0)). Solvent: CCO.COCCOC.O (EtOH DME H2O). Reaction conditions: temperature 105 celsius. The product is FC1=CC=C(C=C1)N1N=CC=2C1=NC=CC2C=2C(=NC=NC2)N (5-(1-(4-fluorophenyl)-1H-pyrazolo[3,4-b]pyridin-4-yl)pyrimidin-4-amine). The yield is 33.5%. Reaction SMILES: [F:1][C:2]1[CH:7]=[CH:6][C:5]([N:8]2[C:12]3=[N:13][CH:14]=[CH:15][C:16](B(O)O)=[C:11]3[CH:10]=[N:9]2)=[CH:4][CH:3]=1.Br[C:21]1[C:22]([NH2:27])=[N:23][CH:24]=[N:25][CH:26]=1.C(=O)([O-])[O-].[Na+].[Na+]>C1C=CC([P]([Pd]([P](C2C=CC=CC=2)(C2C=CC=CC=2)C2C=CC=CC=2)([P](C2C=CC=CC=2)(C2C=CC=CC=2)C2C=CC=CC=2)[P](C2C=CC=CC=2)(C2C=CC=CC=2)C2C=CC=CC=2)(C2C=CC=CC=2)C2C=CC=CC=2)=CC=1.CCO.COCCOC.O>[F:1][C:2]1[CH:7]=[CH:6][C:5]([N:8]2[C:12]3=[N:13][CH:14]=[CH:15][C:16]([C:21]4[C:22]([NH2:27])=[N:23][CH:24]=[N:25][CH:26]=4)=[C:11]3[CH:10]=[N:9]2)=[CH:4][CH:3]=1 |f:2.3.4,6.7.8,^1:37,39,58,77|. Reported procedure: Example 8 was prepared according to the general procedure of Example 1, except that the reaction mixture was heated at 105° C. for 2.25 h, and using the following materials: Intermediate 5A (38.0 mg, 0.148 mmol), 5-bromopyrimidin-4-amine (55.2 mg, 0.317 mmol), sodium carbonate (59.2 mg, 0.559 mmol), degassed EtOH:DME:H2O (1.2:2.5:1.0 ratio) (1.5 mL) and tetrakis(triphenylphosphine)palladium(0) (17 mg, 0.015 mmol). Example 8 was isolated as a white solid (15.2 mg, 33.0%). Purification was done by... The reactants are BrC=1C=C2C(=[N+](C1)[O-])NC=C2 (5-Bromo-1H-pyrrolo[2,3-b]pyridine 7-oxide), P(=O)(Cl)(Cl)Cl (Phosphorus oxychloride). Solvent: CN1CCCC1=O (NMP). Reaction conditions: temperature -20 celsius. Yields the product BrC=1C(=C2C(=NC1)NC=C2)Cl (5-Bromo-4-chloro-1H-pyrrolo[2,3-b]pyridine). Isolated yield 48.0%. As a reaction SMILES: [Br:1][C:2]1[CH:3]=[C:4]2[CH:11]=[CH:10][NH:9][C:5]2=[N+:6]([O-])[CH:7]=1.P(Cl)(Cl)([Cl:14])=O>CN1C(=O)CCC1>[Br:1][C:2]1[C:3]([Cl:14])=[C:4]2[CH:11]=[CH:10][NH:9][C:5]2=[N:6][CH:7]=1. Procedure details: 5-Bromo-1H-pyrrolo[2,3-b]pyridine 7-oxide (19.18 g, 90 mmol) were suspended in 200 mL NMP and cooled to −20° C. Phosphorus oxychloride (41 mL, 450 mmol) was added dropwise over 30 min. The mixture was allowed to warm to 23° C. over 1 h after which it was cooled on an ice bath and quenched with water (800 mL). The solids were filtered and recrystallized from ethyl acetate and hexanes to give 5-Bromo-4-chloro-1H-pyrrolo[2,3-b]pyridine (10 g, 48%). 1H NMR (500 MHz, DMSO-d6) δ 12.25 (bs, 1H), 8.4 (s... Starting materials: [OH-].[Na+] (sodium hydroxide), C(CCCCC(C)C)C(C(=O)[O-])S (isooctylthioglycolate), C[Sn](C)(Cl)Cl (dimethyltin dichloride), C[Sn](Cl)(Cl)Cl (monomethyltin trichloride). Solvent: O (water). Product: C(CCCCC(C)C)C(C(=O)[O-])S.C(CCCCC(C)C)C(C(=O)[O-])S.C[Sn+2]C (dimethyltin bis(isooctylthioglycolate)). As a reaction SMILES: [OH-].[Na+].[CH3:3][Sn:4](Cl)(Cl)[CH3:5].C[Sn](Cl)(Cl)Cl.[CH2:13]([CH:21]([SH:25])[C:22]([O-:24])=[O:23])[CH2:14][CH2:15][CH2:16][CH2:17][CH:18]([CH3:20])[CH3:19]>O>[CH2:13]([CH:21]([SH:25])[C:22]([O-:24])=[O:23])[CH2:14][CH2:15][CH2:16][CH2:17][CH:18]([CH3:19])[CH3:20].[CH2:13]([CH:21]([SH:25])[C:22]([O-:24])=[O:23])[CH2:14][CH2:15][CH2:16][CH2:17][CH:18]([CH3:19])[CH3:20].[CH3:3][Sn+2:4][CH3:5] |f:0.1,6.7.8|. Reported procedure: A suitable reaction vessel was charged with 14.48 grams (0.362 mole) of sodium hydroxide dissolved in 80 ml water. A solution of 28.77 grams (0.131 mole) of dimethyltin dichloride and 7.92 grams (0.033 mole) of monomethyltin trichloride was added at a rate sufficient to maintain the exothermic reaction mixture at or below 75° C. Then, 75.1 grams (0.362 mole) isooctylthioglycolate was added and reacted. After separating off the aqueous phase, the oily product phase was vacuum stripped and filtere...